This data is from the Open Reaction Database (ORD), a public repository of structured organic reaction records. The task is: describe an organic reaction: reactants, conditions, products, and yield Starting materials: COc1ccc(CCN)cc1OC, COc1cc2c(cc1OC)C(=CO)C(=O)N2, CC(=O)O, c1ccccc1. Product: COc1ccc(CCNC=C2C(=O)Nc3cc(OC)c(OC)cc32)cc1OC. Reaction SMILES: [CH3:17][O:18][c:19]1[cH:20][c:21]([CH2:27][CH2:28][NH2:29])[cH:22][cH:23][c:24]1[O:25][CH3:26].[CH3:1][O:2][c:3]1[cH:4][c:5]2[c:9]([cH:10][c:11]1[O:12][CH3:13])[NH:8][C:7](=[O:14])[C:6]2=[CH:15][OH:16].[CH3:30][C:31](=[O:32])[OH:33].[cH:34]1[cH:35][cH:36][cH:37][cH:38][cH:39]1>>[CH3:1][O:2][c:3]1[cH:4][c:5]2[c:9]([cH:10][c:11]1[O:12][CH3:13])[NH:8][C:7](=[O:14])[C:6]2=[CH:15][NH:29][CH2:28][CH2:27][c:21]1[cH:20][c:19]([O:18][CH3:17])[c:24]([O:25][CH3:26])[cH:23][cH:22]1. The reactants are O (water), NC1=C(C=CC(=C1)C)O (2-amino-4-methylphenol), N1=CC=CC=C1 (pyridine), C(C=C)(=O)Cl (acryloyl chloride). Run in C(Cl)Cl (methylene chloride), C(Cl)Cl (methylene chloride). Conditions: temperature 0 celsius, time 2 hour. Yields the product C(C=C)(=O)NC1=C(C=CC(=C1)C)O (2-acryloylamino-4-methylphenol). RXN SMILES: [NH2:1][C:2]1[CH:7]=[C:6]([CH3:8])[CH:5]=[CH:4][C:3]=1[OH:9].N1C=CC=CC=1.[C:16](Cl)(=[O:19])[CH:17]=[CH2:18].O>C(Cl)Cl>[C:16]([NH:1][C:2]1[CH:7]=[C:6]([CH3:8])[CH:5]=[CH:4][C:3]=1[OH:9])(=[O:19])[CH:17]=[CH2:18]. Procedure details: To a solution of 2-amino-4-methylphenol (5 g, 40.6 mmol) and pyridine (5 ml, 62 mmol) in methylene chloride (70 ml) was added dropwise a solution of acryloyl chloride (4 ml, 50 mmol) in methylene chloride (30 ml) under ice-cooling. The reaction mixture was stirred at 0° C. for 2 hours. To the reaction mixture was added water, and the mixture was stirred at room temperature for 30 minutes, extracted with methylene chloride, washed with a saturated aqueous solution of sodium hydrogencarbonate and ... Reactants: FC(C(=O)O)(F)F.N[C@H]1CN(CC1)C1=NC(=C2N=CN(C2=N1)[C@H]1[C@@H]([C@@H]([C@H](C1)NC(COCC1=CC=CC=C1)=O)O)O)NCC(C1=CC=CC=C1)C1=CC=CC=C1 (N-{(1S,2R,3S,4R)-4-[2-((R)-3-amino-pyrrolidin-1-yl)-6-(2,2-diphenyl-ethylamino)-purin-9-yl]-2,3-dihydroxy-cyclopentyl}-2-benzyloxy-acetamide trifluoroacetate). Reagents/catalysts: [OH-].[OH-].[Pd+2] (palladium hydroxide on carbon). Run in C(C)O (ethanol). Run at time 30 hour. Yields the product FC(C(=O)O)(F)F.N[C@H]1CN(CC1)C1=NC(=C2N=CN(C2=N1)[C@H]1[C@@H]([C@@H]([C@H](C1)NC(CO)=O)O)O)NCC(C1=CC=CC=C1)C1=CC=CC=C1 (N-{(1S,2R,3S,4R)-4-[2-((R)-3-Amino-pyrrolidin-1-yl)-6-(2,2-diphenyl-ethylamino)-purin-9-yl]-2,3-dihydroxy-cyclopentyl}-2-hydroxy-acetamide trifluoroacetate). Reaction SMILES: [F:1][C:2]([F:7])([F:6])[C:3]([OH:5])=[O:4].[NH2:8][C@@H:9]1[CH2:13][CH2:12][N:11]([C:14]2[N:22]=[C:21]3[C:17]([N:18]=[CH:19][N:20]3[C@@H:23]3[CH2:27][C@H:26]([NH:28][C:29](=[O:39])[CH2:30][O:31]CC4C=CC=CC=4)[C@@H:25]([OH:40])[C@H:24]3[OH:41])=[C:16]([NH:42][CH2:43][CH:44]([C:51]3[CH:56]=[CH:55][CH:54]=[CH:53][CH:52]=3)[C:45]3[CH:50]=[CH:49][CH:48]=[CH:47][CH:46]=3)[N:15]=2)[CH2:10]1>C(O)C.[OH-].[OH-].[Pd+2]>[F:1][C:2]([F:7])([F:6])[C:3]([OH:5])=[O:4].[NH2:8][C@@H:9]1[CH2:13][CH2:12][N:11]([C:14]2[N:22]=[C:21]3[C:17]([N:18]=[CH:19][N:20]3[C@@H:23]3[CH2:27][C@H:26]([NH:28][C:29](=[O:39])[CH2:30][OH:31])[C@@H:25]([OH:40])[C@H:24]3[OH:41])=[C:16]([NH:42][CH2:43][CH:44]([C:45]3[CH:50]=[CH:49][CH:48]=[CH:47][CH:46]=3)[C:51]3[CH:52]=[CH:53][CH:54]=[CH:55][CH:56]=3)[N:15]=2)[CH2:10]1 |f:0.1,3.4.5,6.7|. Reported procedure: A solution of N-{(1S,2R,3S,4R)-4-[2-((R)-3-amino-pyrrolidin-1-yl)-6-(2,2-diphenyl-ethylamino)-purin-9-yl]-2,3-dihydroxy-cyclopentyl}-2-benzyloxy-acetamide trifluoroacetate (0.022 g, 0.03 mmol) in ethanol (2 ml) under an atmosphere of Argon is treated with palladium hydroxide on carbon (0.05 g, 20% w/w carbon). The reaction mixture is placed under an atmosphere of hydrogen and stirred at room temperature for 30 hours and then filtered through Celite™. The filtrate is concentrated in vacuo and pur... Starting materials: CC(C)(C)OC(=O)CBr, Cc1ccccc1, CCOC(C)=O, [Na+], [OH-], CN(C1CCC(O)CC1)S(=O)(=O)c1ccc(C(F)(F)F)cc1. Yields the product CN(C1CCC(OCC(=O)OC(C)(C)C)CC1)S(=O)(=O)c1ccc(C(F)(F)F)cc1. As a reaction SMILES: [C:23]([CH3:24])([CH3:25])([CH3:26])[O:27][C:28]([CH2:29][Br:30])=[O:31].[CH3:34][c:35]1[cH:36][cH:37][cH:38][cH:39][cH:40]1.[CH3:41][CH2:42][O:43][C:44]([CH3:45])=[O:46].[Na+:33].[OH-:32].[OH:1][CH:2]1[CH2:3][CH2:4][CH:5]([N:8]([S:9](=[O:10])(=[O:11])[c:12]2[cH:13][cH:14][c:15]([C:18]([F:19])([F:20])[F:21])[cH:16][cH:17]2)[CH3:22])[CH2:6][CH2:7]1>>[O:1]([CH:2]1[CH2:3][CH2:4][CH:5]([N:8]([S:9](=[O:10])(=[O:11])[c:12]2[cH:13][cH:14][c:15]([C:18]([F:19])([F:20])[F:21])[cH:16][cH:17]2)[CH3:22])[CH2:6][CH2:7]1)[CH2:29][C:28]([O:27][C:23]([CH3:24])([CH3:25])[CH3:26])=[O:31]. The reactants are 2-cyano-3-methylthio-3-(4-tolyl)acetamide, [N+](=O)([O-])C1=CC=C(C=C1)NN (4-nitrophenylhydrazine), C(#N)C(C(=O)N)=C(C1=CC=C(C=C1)C)SC (2-cyano-3-methylthio-3-(4-tolyl)acrylamide). The product is NC1=C(C(=NN1C1=CC=C(C=C1)[N+](=O)[O-])C1=CC=C(C=C1)C)C(=O)N (5-Amino-1-(4-nitrophenyl)-3-(4-tolyl)pyrazole-4-carboxamide). Reaction SMILES: [N+:1]([C:4]1[CH:9]=[CH:8][C:7]([NH:10][NH2:11])=[CH:6][CH:5]=1)([O-:3])=[O:2].[C:12]([C:14](=[C:18](SC)[C:19]1[CH:24]=[CH:23][C:22]([CH3:25])=[CH:21][CH:20]=1)[C:15]([NH2:17])=[O:16])#[N:13]>>[NH2:13][C:12]1[N:10]([C:7]2[CH:6]=[CH:5][C:4]([N+:1]([O-:3])=[O:2])=[CH:9][CH:8]=2)[N:11]=[C:18]([C:19]2[CH:24]=[CH:23][C:22]([CH3:25])=[CH:21][CH:20]=2)[C:14]=1[C:15]([NH2:17])=[O:16]. Reported procedure: The title compound was prepared from 2-cyano-3-methylthio-3-(4-tolyl)acetamide (464 mg, 2.0 mmol) and 4-nitrophenylhydrazine (337 mg, 2.2 mmol) following the procedure used for the compound of Example 12. The crude product was purified by column chromatography (SiO2, 2% acetic acid, 5% methanol in CH2Cl2) to give the title compound as a yellow solid (14 mg) m.p. 299-3000. δH (d6DMSO) 8.42 (2H, d, J 8.6 Hz), 8.21 (2H, d, J 8.7 Hz), 7.80 (2H, d, J 8.0 Hz) and 7.75 (2H, d, J 7.9 Hz).